describe an organic reaction: reactants, conditions, products, and yield From a dataset of the Open Reaction Database (ORD), a public repository of structured organic reaction records. Reactants: CCn1cc(C(=O)O)c(=O)c2c(F)c(F)c(F)c(F)c21, CC1CNCCN1, CN1CCCC1=O. Product: CCn1cc(C(=O)O)c(=O)c2c(F)c(F)c(N3CCNC(C)C3)c(F)c21. As a reaction SMILES: [CH2:1]([CH3:2])[n:3]1[cH:4][c:5]([C:18](=[O:19])[OH:20])[c:6](=[O:17])[c:7]2[c:8]([F:16])[c:9]([F:15])[c:10]([F:14])[c:11]([F:13])[c:12]12.[CH3:21][CH:22]1[NH:23][CH2:24][CH2:25][NH:26][CH2:27]1.[CH3:28][N:29]1[CH2:30][CH2:31][CH2:32][C:33]1=[O:34]>>[CH2:1]([CH3:2])[n:3]1[cH:4][c:5]([C:18](=[O:19])[OH:20])[c:6](=[O:17])[c:7]2[c:8]([F:16])[c:9]([F:15])[c:10]([N:26]3[CH2:25][CH2:24][NH:23][CH:22]([CH3:21])[CH2:27]3)[c:11]([F:13])[c:12]12. The reactants are [BH4-], COc1ccc(CCNc2cc(-c3cccc(C=O)c3)nc(OC)n2)cc1, CO, ClCCl, [Na+]. The product is COc1ccc(CCNc2cc(-c3cccc(CO)c3)nc(OC)n2)cc1. Reaction SMILES: [BH4-:28].[CH3:1][O:2][c:3]1[n:4][c:5]([NH:17][CH2:18][CH2:19][c:20]2[cH:21][cH:22][c:23]([O:26][CH3:27])[cH:24][cH:25]2)[cH:6][c:7](-[c:9]2[cH:10][c:11]([CH:12]=[O:13])[cH:14][cH:15][cH:16]2)[n:8]1.[CH3:33][OH:34].[Cl:30][CH2:31][Cl:32].[Na+:29]>>[CH3:1][O:2][c:3]1[n:4][c:5]([NH:17][CH2:18][CH2:19][c:20]2[cH:21][cH:22][c:23]([O:26][CH3:27])[cH:24][cH:25]2)[cH:6][c:7](-[c:9]2[cH:10][c:11]([CH2:12][OH:13])[cH:14][cH:15][cH:16]2)[n:8]1. The reactants are FC1=CC=2C(=NC=3N(C=C(C(C3C2)=O)C(=O)O)C)C(=C1F)F (7,8,9-trifluoro-1-methyl-4-oxo-1,4-dihydrobenzo[b][1,8]naphthyridine-3-carboxylic acid), Cl.Cl.CNC1CNC1 (3-(methylamino)azetidine dihydrochloride). Yields the product FC1=CC=2C(=NC=3N(C=C(C(C3C2)=O)C(=O)O)C)C(=C1N1CC(C1)NC)F (7,9-difluoro-1-methyl-8-(3-methylamino-1-azetidinyl)-4-oxo-1,4-dihydrobenzo[b][1,8]naphthyridine-3-carboxylic acid). Yield: 84.5%. Reaction SMILES: [F:1][C:2]1[C:20](F)=[C:19]([F:22])[C:5]2=[N:6][C:7]3[N:8]([CH3:18])[CH:9]=[C:10]([C:15]([OH:17])=[O:16])[C:11](=[O:14])[C:12]=3[CH:13]=[C:4]2[CH:3]=1.Cl.Cl.[CH3:25][NH:26][CH:27]1[CH2:30][NH:29][CH2:28]1>>[F:1][C:2]1[C:20]([N:29]2[CH2:30][CH:27]([NH:26][CH3:25])[CH2:28]2)=[C:19]([F:22])[C:5]2=[N:6][C:7]3[N:8]([CH3:18])[CH:9]=[C:10]([C:15]([OH:17])=[O:16])[C:11](=[O:14])[C:12]=3[CH:13]=[C:4]2[CH:3]=1 |f:1.2.3|. Procedure: 7,9-Difluoro-1-methyl-8-(3-methylamino-1-azetidinyl)-4-oxo-1,4-dihydrobenzo[b][1,8]-naphthyridine-3-carboxylic acid was prepared under the conditions of Example 30, but starting with 1.5 g of 7,8,9-trifluoro-1-methyl-4-oxo-1,4-dihydrobenzo[b][1,8]naphthyridine-3-carboxylic acid and 1.2 g of 3-(methylamino)azetidine dihydrochloride. 1.54 g of 7,9-difluoro-1-methyl-8-(3-methylamino-1-azetidinyl)-4-oxo-1,4-dihydrobenzo[b][1,8]naphthyridine-3-carboxylic acid are obtained in the form of a yellow soli... Reactants: Nc1ncc(Cl)nc1Br, CC(=O)[O-], CC(=O)[O-], CCN(C(C)C)C(C)C, ClCCl, [Cu+2], COc1ncc(B(O)O)cc1F, O. The product is COc1ncc(Nc2ncc(Cl)nc2Br)cc1F. RXN SMILES: [Br:1][c:2]1[c:3]([NH2:9])[n:4][cH:5][c:6]([Cl:8])[n:7]1.[C:35]([O-:36])(=[O:37])[CH3:38].[C:40]([O-:41])(=[O:42])[CH3:43].[CH:22]([N:23]([CH2:24][CH3:25])[CH:26]([CH3:27])[CH3:28])([CH3:29])[CH3:30].[Cl:31][CH2:32][Cl:33].[Cu+2:39].[F:10][c:11]1[cH:12][c:13]([B:19]([OH:20])[OH:21])[cH:14][n:15][c:16]1[O:17][CH3:18].[OH2:34]>>[Br:1][c:2]1[c:3]([NH:9][c:13]2[cH:12][c:11]([F:10])[c:16]([O:17][CH3:18])[n:15][cH:14]2)[n:4][cH:5][c:6]([Cl:8])[n:7]1.